Dataset: the Open Reaction Database (ORD), a public repository of structured organic reaction records. Task: describe an organic reaction: reactants, conditions, products, and yield The reactants are O1COC2=C1C=CC(=C2)C2(CC2)C(=O)NC=2C=C1CC(N(C1=CC2)CCC#N)C(C)(C)C (1-(benzo[d][1,3]dioxol-5-yl)-N-(2-tert-butyl-1-(2-cyano-ethyl)indolin-5-yl)cyclopropanecarboxamide), [NH4+].[Cl-] (NH4Cl), [N-]=[N+]=[N-].[Na+] (NaN3). Run in CN(C)C=O (DMF). Reaction conditions: temperature 110 celsius, time 30 minute. Product: N=1NN=NC1CCN1C(=CC2=CC(=CC=C12)NC(=O)C1(CC1)C1=CC2=C(OCO2)C=C1)C(C)(C)C (N-(1-(2-(2H-tetrazol-5-yl)ethyl)-2-tert-butyl-1H-indol-5-yl)-1-(benzo[d][1,3]dioxol-5-yl)cyclopropanecarboxamide). RXN SMILES: [O:1]1[C:5]2[CH:6]=[CH:7][C:8]([C:10]3([C:13]([NH:15][C:16]4[CH:17]=[C:18]5[C:22](=[CH:23][CH:24]=4)[N:21]([CH2:25][CH2:26][C:27]#[N:28])[CH:20]([C:29]([CH3:32])([CH3:31])[CH3:30])[CH2:19]5)=[O:14])[CH2:12][CH2:11]3)=[CH:9][C:4]=2[O:3][CH2:2]1.[NH4+].[Cl-].[N-:35]=[N+:36]=[N-:37].[Na+]>CN(C=O)C>[N:28]1[NH:35][N:36]=[N:37][C:27]=1[CH2:26][CH2:25][N:21]1[C:22]2[C:18](=[CH:17][C:16]([NH:15][C:13]([C:10]3([C:8]4[CH:7]=[CH:6][C:5]5[O:1][CH2:2][O:3][C:4]=5[CH:9]=4)[CH2:12][CH2:11]3)=[O:14])=[CH:24][CH:23]=2)[CH:19]=[C:20]1[C:29]([CH3:32])([CH3:31])[CH3:30] |f:1.2,3.4|. Procedure details: To a solution of 1-(benzo[d][1,3]dioxol-5-yl)-N-(2-tert-butyl-1-(2-cyano-ethyl)indolin-5-yl)cyclopropanecarboxamide (50 mg, 0.12 mmol) in anhydrous DMF (2.6 mL) was added NH4Cl (230 mg, 4.3 mmol) and NaN3 (280 mg, 4.3 mmol). The reaction mixture was stirred for 30 min at 110° C. in the microwave, filtrated, and purified by preparative HPLC. The solid residue was dissolved in CDCl3 (3 mL) and briefly (2 to 4 min) exposed to daylight, which initiated a color change (purple). After 2 h of stirring ... Reactants: ClC1=CC(=C(C=2C=C(OC21)C(Br)Br)C=2C(N(C(=CC2)C(F)(F)F)C)=O)F (3-(7-chloro-2-dibromomethyl-5-fluorobenzofuran-4-yl)-1-methyl-6-trifluoromethyl-2-(1H)-pyridone), S(O)(O)(=O)=O (sulfuric acid). Solvent: O (water). Run at temperature 50 celsius, time 1 hour. Product: ClC1=CC(=C(C=2C=C(OC21)C=O)C=2C(N(C(=CC2)C(F)(F)F)C)=O)F (3-(7-chloro-5-fluoro-2-formylbenzofuran-4-yl)-1-methyl-6-trifluoromethyl-2-(1H)-pyridone). Yield: 96.0%. As a reaction SMILES: [Cl:1][C:2]1[C:10]2[O:9][C:8]([CH:11](Br)Br)=[CH:7][C:6]=2[C:5]([C:14]2[C:15](=[O:25])[N:16]([CH3:24])[C:17]([C:20]([F:23])([F:22])[F:21])=[CH:18][CH:19]=2)=[C:4]([F:26])[CH:3]=1.S(=O)(=O)(O)[OH:28]>O>[Cl:1][C:2]1[C:10]2[O:9][C:8]([CH:11]=[O:28])=[CH:7][C:6]=2[C:5]([C:14]2[C:15](=[O:25])[N:16]([CH3:24])[C:17]([C:20]([F:23])([F:22])[F:21])=[CH:18][CH:19]=2)=[C:4]([F:26])[CH:3]=1. Reported procedure: 0.29 g (0.56 mmol) of 3-(7-chloro-2-dibromomethyl-5-fluorobenzofuran-4-yl)-1-methyl-6-trifluoromethyl-2-(1H)-pyridone was added to 15 ml of sulfuric acid, followed by stirring at 50° C. for 1 hour. Then, the mixture was poured into water and extracted with diethyl ether. After washing with water, the organic layer was dried over anhydrous magnesium sulfate. Ethyl acetate was distilled off under reduced pressure. Then, the obtained crude crystals were washed with n-hexane to obtain 0.20 g (yield:... Reactants: C(CCCC=CCC=CCC=CCC=CCC=CCC)(=O)O (5,8,11,14,17-eicosapentaenic acid), C(C(=O)Cl)(=O)Cl (oxalyl chloride). Run in C(Cl)(Cl)Cl (chloroform). The product is C(CCCC=CCC=CCC=CCC=CCC=CCC)(=O)Cl (5,8,11,14,17-eicosapentaenoyl chloride). RXN SMILES: [C:1]([OH:22])(=O)[CH2:2][CH2:3][CH2:4][CH:5]=[CH:6][CH2:7][CH:8]=[CH:9][CH2:10][CH:11]=[CH:12][CH2:13][CH:14]=[CH:15][CH2:16][CH:17]=[CH:18][CH2:19][CH3:20].C(Cl)(=O)C([Cl:26])=O>C(Cl)(Cl)Cl>[C:1]([Cl:26])(=[O:22])[CH2:2][CH2:3][CH2:4][CH:5]=[CH:6][CH2:7][CH:8]=[CH:9][CH2:10][CH:11]=[CH:12][CH2:13][CH:14]=[CH:15][CH2:16][CH:17]=[CH:18][CH2:19][CH3:20]. Reported procedure: To a solution of 605 mg of 5,8,11,14,17-eicosapentaenic acid 6 in 6 ml of dry chloroform was added 0.25 ml of oxalyl chloride under argon at room temperature. The mixture was reacted for 2 hours. From the reaction mixture were removed the chloroform and the remaining oxalyl chloride by distillation under reduced pressure to give 5,8,11,14,17-eicosapentaenoyl chloride 7, which was then directly used for the next step. Reactants: C1CC[AlH]OC1, CCCCC(CC)C(=O)[O-], CC[Al](CC)CC, C1CCCCC1, CCCCC(CC)C(=O)[O-], C[Al]1CCCCO1, [Ni+2]. The product is C1CC[AlH]OC1, CCCCC(CC)C(=O)[O-], CCCCC(CC)C(=O)[O-], [Ni+2]. RXN SMILES: [AlH:36]1[CH2:37][CH2:38][CH2:39][CH2:40][O:41]1.[CH2:19]([CH3:20])[CH:21]([C:22](=[O:23])[O-:24])[CH2:25][CH2:26][CH2:27][CH3:28].[CH2:29]([Al:30]([CH2:31][CH3:32])[CH2:33][CH3:34])[CH3:35].[CH2:42]1[CH2:43][CH2:44][CH2:45][CH2:46][CH2:47]1.[CH2:8]([CH3:9])[CH:10]([C:11](=[O:12])[O-:13])[CH2:14][CH2:15][CH2:16][CH3:17].[CH3:1][Al:2]1[O:3][CH2:4][CH2:5][CH2:6][CH2:7]1.[Ni+2:18]>>[AlH:2]1[O:3][CH2:4][CH2:5][CH2:6][CH2:7]1.[CH2:19]([CH3:20])[CH:21]([C:22](=[O:23])[O-:24])[CH2:25][CH2:26][CH2:27][CH3:28].[CH2:8]([CH3:9])[CH:10]([C:11](=[O:12])[O-:13])[CH2:14][CH2:15][CH2:16][CH3:17].[Ni+2:18].